Dataset: the Open Reaction Database (ORD), a public repository of structured organic reaction records. Task: describe an organic reaction: reactants, conditions, products, and yield Reactants: COC(C1=C(C=C(C(=C1)[N+](=O)[O-])F)Br)=O (2-Bromo-4-fluoro-5-nitro-benzoic acid methyl ester), COC(C1=C(C=C(C=C1)F)Br)=O (2-bromo-4-fluoro-benzoic acid methyl ester), OS(=O)(=O)O (H2SO4), [N+](=O)(O)[O-] (HNO3), ice water, [OH-].[Na+] (NaOH). Solvent: CCOC(=O)C (EtOAc). Conditions: time 5 minute. Product: BrC1=CC2=C(NC(CS2)=O)C=C1C(=O)O (7-Bromo-3-oxo-3,4-dihydro-2H-benzo[1,4]thiazine-6-carboxylic acid). The yield is 43.0%. Reaction SMILES: C[O:2][C:3](=[O:15])[C:4]1[CH:9]=[C:8]([N+:10]([O-])=O)[C:7](F)=[CH:6][C:5]=1[Br:14].O[S:17](O)(=O)=O.[N+]([O-])(O)=O.C[O:26][C:27](=O)[C:28]1C=CC(F)=CC=1Br.[OH-].[Na+]>CCOC(C)=O>[Br:14][C:5]1[C:4]([C:3]([OH:2])=[O:15])=[CH:9][C:8]2[NH:10][C:27](=[O:26])[CH2:28][S:17][C:7]=2[CH:6]=1 |f:4.5|. Reported procedure: 2-Bromo-4-fluoro-5-nitro-benzoic acid methyl ester. To conc. fuming H2SO4 (8 mL) at 0° C. was added conc. fuming HNO3 (8 mL) and the mixture allowed to stand for 5 min. To a solution of 2-bromo-4-fluoro-benzoic acid methyl ester (9.32 g, 40 mmol) at 0° C., the mixture of acids was added dropwise over 30 min. The mixture was allowed to warm to RT and was stirred for 18 h. The mixture was poured into ice water, diluted with EtOAc, and treated with 6 N NaOH. The aqueous layer was extracted with EtO... Reactants: C, CC(C)CN1CCN(C(=O)OCc2ccccc2)CC1, CCO, [Pd]. The product is CC(C)CN1CCNCC1. RXN SMILES: [C:24].[CH2:1]([CH:2]([CH3:3])[CH3:4])[N:5]1[CH2:6][CH2:7][N:8]([C:11]([O:12][CH2:13][c:14]2[cH:15][cH:16][cH:17][cH:18][cH:19]2)=[O:20])[CH2:9][CH2:10]1.[CH3:21][CH2:22][OH:23].[Pd:25]>>[CH2:1]([CH:2]([CH3:3])[CH3:4])[N:5]1[CH2:6][CH2:7][NH:8][CH2:9][CH2:10]1. The reactants are NC=1C=CC(=C(C1)O)C (5-amino-2-methylphenol), O1C(=CC=C1)C=O (2-furaldehyde), C(C)(=O)[O-].[Na+] (sodium acetate), [BH4-].[Na+] (sodium borohydride). The solvent is CO (methanol). Conditions: time 15 minute. The product is CC1=C(C=C(C=C1)N(C)C=1OC=CC1)O (2-methyl-5-(furan-2-yl-methylamino)phenol). Isolated yield 83.0%. RXN SMILES: [NH2:1][C:2]1[CH:3]=[CH:4][C:5]([CH3:9])=[C:6]([OH:8])[CH:7]=1.[O:10]1[CH:14]=[CH:13][CH:12]=[C:11]1C=O.[C:17]([O-])(=O)C.[Na+].[BH4-].[Na+]>CO>[CH3:9][C:5]1[CH:4]=[CH:3][C:2]([N:1]([C:11]2[O:10][CH:14]=[CH:13][CH:12]=2)[CH3:17])=[CH:7][C:6]=1[OH:8] |f:2.3,4.5|. Procedure: To a stirred solution of 5-amino-2-methylphenol (12.30 g, 100 mmole) in methanol (100 mL) at 4° C. was added 2-furaldehyde (14.41 g, 150 mmole) and sodium acetate (16.41 g, 200 mmole). The reaction mixture was stirred for 15 minutes and sodium borohydride (4.73 g, 125 mmole) was added portionwise over 1 hour at 4° C. After the addition was complete, the reaction was allowed to stir for an additional 1.5 hours. The reaction mixture was poured onto crushed ice slurry (200 g) and the resulting prec... Reactants: O (water), aqueous solution, C([O-])([O-])=O.[Na+].[Na+] (sodium carbonate), BrC1=C(C=C(C=C1)[N+](=O)[O-])OC (2-bromo 5-nitro anisole), C1(=CC=CC=C1)B(O)O (phenylboronic acid). Reagents/catalysts: [Pd].C1(=CC=CC=C1)P(C1=CC=CC=C1)C1=CC=CC=C1.C1(=CC=CC=C1)P(C1=CC=CC=C1)C1=CC=CC=C1.C1(=CC=CC=C1)P(C1=CC=CC=C1)C1=CC=CC=C1.C1(=CC=CC=C1)P(C1=CC=CC=C1)C1=CC=CC=C1 (tetra(triphenylphosphine) palladium). Solvent: C(C)(=O)OCC (ethyl acetate). The product is [N+](=O)([O-])C=1C=CC(=C(C1)OC)C1=CC=CC=C1 (5-nitro 2-phenyl anisole). As a reaction SMILES: C(=O)([O-])[O-].[Na+].[Na+].Br[C:8]1[CH:13]=[CH:12][C:11]([N+:14]([O-:16])=[O:15])=[CH:10][C:9]=1[O:17][CH3:18].[C:19]1(B(O)O)[CH:24]=[CH:23][CH:22]=[CH:21][CH:20]=1.O>[Pd].C1(P(C2C=CC=CC=2)C2C=CC=CC=2)C=CC=CC=1.C1(P(C2C=CC=CC=2)C2C=CC=CC=2)C=CC=CC=1.C1(P(C2C=CC=CC=2)C2C=CC=CC=2)C=CC=CC=1.C1(P(C2C=CC=CC=2)C2C=CC=CC=2)C=CC=CC=1.C(OCC)(=O)C>[N+:14]([C:11]1[CH:12]=[CH:13][C:8]([C:19]2[CH:24]=[CH:23][CH:22]=[CH:21][CH:20]=2)=[C:9]([O:17][CH3:18])[CH:10]=1)([O-:16])=[O:15] |f:0.1.2,6.7.8.9.10|. Procedure details: 50 ml of a 2M aqueous solution of sodium carbonate is added to a solution containing 12 g of 2-bromo 5-nitro anisole, 8.2 g of phenylboronic acid and 1.2 g of tetra(triphenylphosphine) palladium. The whole is heated under reflux for 7 hours, under vigorous agitation. The reaction medium is left to return to 20° C., it is poured into water and extraction is carried out with ethyl acetate. The organic phases are collected, dried and evaporated under reduced pressure. The product obtained is chroma... The reactants are [Li]C(C)(C)C, C1CCOC1, CCOC(C)=O, CCCCC, CC(C)Oc1c(OC(C)C)c(=O)c1=O, [Cl-], [NH4+]. Product: CC(C)Oc1c(C(C)(C)C)c(=O)c1=O. RXN SMILES: [C:1]([CH3:2])([CH3:3])([CH3:4])[Li:5].[CH2:33]1[O:34][CH2:35][CH2:36][CH2:37]1.[CH3:22][CH2:23][O:24][C:25]([CH3:26])=[O:27].[CH3:28][CH2:29][CH2:30][CH2:31][CH3:32].[CH:6]([O:7][c:10]1[c:11](=[O:19])[c:12](=[O:18])[c:13]1[O:14][CH:15]([CH3:16])[CH3:17])([CH3:8])[CH3:9].[Cl-:20].[NH4+:21]>>[C:1]([CH3:2])([CH3:3])([CH3:4])[c:10]1[c:11](=[O:19])[c:12](=[O:18])[c:13]1[O:14][CH:15]([CH3:16])[CH3:17]. Starting materials: N1(CCCCCC1)CC1=CC=C(S1)C(N)=S (5-[(hexahydro-1H-azepin-1-yl)methyl]-2-thiophenecarbothioamide), ClCC(C)=O (chloroacetone), Cl (hydrochloric acid). The solvent is C(C)O (ethanol). Reaction conditions: temperature 80 celsius, time 8 hour. The product is Cl.Cl.CC=1N=C(SC1)C1=CC=C(S1)CN1CCCCCC1 (1-(5-(4-Methylthiazol-2-yl)-2-thenyl]hexahydro-1H-azepine dihydrochloride). As a reaction SMILES: [Cl:1][CH2:2][C:3](=O)[CH3:4].[N:6]1([CH2:13][C:14]2[S:18][C:17]([C:19](=[S:21])[NH2:20])=[CH:16][CH:15]=2)[CH2:12][CH2:11][CH2:10][CH2:9][CH2:8][CH2:7]1.[ClH:22]>C(O)C>[ClH:1].[ClH:22].[CH3:4][C:3]1[N:20]=[C:19]([C:17]2[S:18][C:14]([CH2:13][N:6]3[CH2:12][CH2:11][CH2:10][CH2:9][CH2:8][CH2:7]3)=[CH:15][CH:16]=2)[S:21][CH:2]=1 |f:4.5.6|. Reported procedure: 730 mg of chloroacetone was added to 30 ml of ethanol solution containing 2.0 g of 5-[(hexahydro-1H-azepin-1-yl)methyl]-2-thiophenecarbothioamide, and the mixture was stirred overnight at 80° C. The reaction solution was ice-cooled, adjusted to pH 1 by adding hydrochloric acid and then concentrated under a reduced pressure. The resulting residue was then recrystallized from acetonitrile to give 1.6 g of the title compound. The reactants are CCCCCCCCc1ccc2c(c1)Cc1cc(C(=O)O)ccc1-2, CN(C)C=O, O=S(Cl)Cl. The product is CCCCCCCCc1ccc2c(c1)Cc1cc(C(=O)Cl)ccc1-2. As a reaction SMILES: [CH2:1]([CH2:2][CH2:3][CH2:4][CH2:5][CH2:6][CH2:7][CH3:8])[c:9]1[cH:10][cH:11][c:12]2[c:20]([cH:21]1)[CH2:19][c:18]1[c:13]-2[cH:14][cH:15][c:16]([C:22](=[O:23])[OH:24])[cH:17]1.[CH3:29][N:30]([CH3:31])[CH:32]=[O:33].[S:25]([Cl:26])([Cl:27])=[O:28]>>[CH2:1]([CH2:2][CH2:3][CH2:4][CH2:5][CH2:6][CH2:7][CH3:8])[c:9]1[cH:10][cH:11][c:12]2[c:20]([cH:21]1)[CH2:19][c:18]1[c:13]-2[cH:14][cH:15][c:16]([C:22](=[O:24])[Cl:27])[cH:17]1.